This data is from the Open Reaction Database (ORD), a public repository of structured organic reaction records. The task is: describe an organic reaction: reactants, conditions, products, and yield Starting materials: COc1cc(CCO)ccc1O, CC(C)CCCCCCC(=O)O, CCOC(C)=O, O. The product is COc1cc(CCOC(=O)CCCCCCC(C)C)ccc1O. Reaction SMILES: [CH2:1]([CH2:2][c:3]1[cH:4][c:5]([O:6][CH3:7])[c:8]([OH:9])[cH:10][cH:11]1)[OH:12].[CH3:13][CH:14]([CH2:15][CH2:16][CH2:17][CH2:18][CH2:19][CH2:20][C:21](=[O:22])[OH:23])[CH3:24].[CH3:26][CH2:27][O:28][C:29](=[O:30])[CH3:31].[OH2:25]>>[CH2:1]([CH2:2][c:3]1[cH:4][c:5]([O:6][CH3:7])[c:8]([OH:9])[cH:10][cH:11]1)[O:12][C:21]([CH2:20][CH2:19][CH2:18][CH2:17][CH2:16][CH2:15][CH:14]([CH3:13])[CH3:24])=[O:22].